describe an organic reaction: reactants, conditions, products, and yield From a dataset of the Open Reaction Database (ORD), a public repository of structured organic reaction records. Starting materials: OCCN (2-Hydroxyethylamine), C1(CCCC1)CBr (cyclopentylmethyl bromide). Product: C1(CCCC1)CNCCO (N-cyclopentylmethyl-N-(2-hydroxyethyl)amine). As a reaction SMILES: [OH:1][CH2:2][CH2:3][NH2:4].[CH:5]1([CH2:10]Br)[CH2:9][CH2:8][CH2:7][CH2:6]1>>[CH:5]1([CH2:10][NH:4][CH2:3][CH2:2][OH:1])[CH2:9][CH2:8][CH2:7][CH2:6]1. Procedure details: 2-Hydroxyethylamine was reacted with cyclopentylmethyl bromide according to Method B2a to give N-cyclopentylmethyl-N-(2-hydroxyethyl)amine. The alcohol was reacted with SOCl2 according to Method B7c to give N-cyclopentylmethyl-N-(2-chloroethyl)ammonium chloride. The chloroethylamine was reacted with 2,3-dichlorophenyl isothiocyanate to give 2-(2,3-dichlorophenylimino)-3-(cyclopentylmethyl)-1,3-thiazolidine. Starting materials: BrC=1C=NC=2N(C1)N=C(C2)C(=O)O (6-bromo-pyrazolo[1,5-a]pyrimidine-2-carboxylic acid), CC1NCCC2=C3OCCOC3=CC=C12 (8-Methyl-2,3,5,6,7,8-hexahydro-1,4-dioxa-7-aza-phenanthrene). Yields the product BrC=1C=NC=2N(C1)N=C(C2)C(=O)N2CCC1=C3OCCOC3=CC=C1C2C ((6-Bromo-pyrazolo[1,5-a]pyrimidin-2-yl)-(8-methyl-2,3,5,8-tetrahydro-6H-1,4-dioxa-7-aza-phenanthren-7-yl)-methanone). As a reaction SMILES: [Br:1][C:2]1[CH:3]=[N:4][C:5]2[N:6]([N:8]=[C:9]([C:11]([OH:13])=O)[CH:10]=2)[CH:7]=1.[CH3:14][CH:15]1[C:28]2[C:19](=[C:20]3[C:25](=[CH:26][CH:27]=2)[O:24][CH2:23][CH2:22][O:21]3)[CH2:18][CH2:17][NH:16]1>>[Br:1][C:2]1[CH:3]=[N:4][C:5]2[N:6]([N:8]=[C:9]([C:11]([N:16]3[CH:15]([CH3:14])[C:28]4[C:19](=[C:20]5[C:25](=[CH:26][CH:27]=4)[O:24][CH2:23][CH2:22][O:21]5)[CH2:18][CH2:17]3)=[O:13])[CH:10]=2)[CH:7]=1. Procedure: In close analogy to the procedure described in Example 1, 6-bromo-pyrazolo[1,5-a]pyrimidine-2-carboxylic acid is reacted with 8-Methyl-2,3,5,6,7,8-hexahydro-1,4-dioxa-7-aza-phenanthrene to provide the title compound in moderate yield. The reactants are COC(=O)c1cc(Br)cc(C(=O)OC)c1, CO, [Na+], C1CCOC1, [OH-]. Yields the product COC(=O)c1cc(Br)cc(C(=O)O)c1. RXN SMILES: [Br:1][c:2]1[cH:3][c:4]([C:12](=[O:13])[O:14][CH3:15])[cH:5][c:6]([C:7](=[O:8])[O:9][CH3:10])[cH:11]1.[CH3:18][OH:19].[Na+:17].[O:20]1[CH2:21][CH2:22][CH2:23][CH2:24]1.[OH-:16]>>[Br:1][c:2]1[cH:3][c:4]([C:12](=[O:13])[OH:14])[cH:5][c:6]([C:7](=[O:8])[O:9][CH3:10])[cH:11]1. The reactants are O=C([O-])[O-], CN(C)C(=O)C1CCCN1, CC#N, O=[N+]([O-])c1ccc(F)cc1, [K+], [K+]. Yields the product CN(C)C(=O)C1CCCN1c1ccc([N+](=O)[O-])cc1. RXN SMILES: [C:11](=[O:12])([O-:13])[O-:14].[CH3:17][N:18]([C:19](=[O:20])[CH:21]1[NH:22][CH2:23][CH2:24][CH2:25]1)[CH3:26].[CH3:27][C:28]#[N:29].[F:1][c:2]1[cH:3][cH:4][c:5]([N+:8](=[O:9])[O-:10])[cH:6][cH:7]1.[K+:15].[K+:16]>>[c:2]1([N:22]2[CH:21]([C:19]([N:18]([CH3:17])[CH3:26])=[O:20])[CH2:25][CH2:24][CH2:23]2)[cH:3][cH:4][c:5]([N+:8](=[O:9])[O-:10])[cH:6][cH:7]1. The reactants are [BH4-], CN(CCc1ccccc1)C(=O)Cn1ccc(C=O)c1, CO, Cl, [Na+]. Product: CN(CCc1ccccc1)C(=O)Cn1ccc(CO)c1. RXN SMILES: [BH4-:21].[CH3:1][N:2]([C:3]([CH2:4][n:5]1[cH:6][c:7]([CH:10]=[O:11])[cH:8][cH:9]1)=[O:12])[CH2:13][CH2:14][c:15]1[cH:16][cH:17][cH:18][cH:19][cH:20]1.[CH3:24][OH:25].[ClH:23].[Na+:22]>>[CH3:1][N:2]([C:3]([CH2:4][n:5]1[cH:6][c:7]([CH2:10][OH:11])[cH:8][cH:9]1)=[O:12])[CH2:13][CH2:14][c:15]1[cH:16][cH:17][cH:18][cH:19][cH:20]1.